This data is from the Open Reaction Database (ORD), a public repository of structured organic reaction records. The task is: describe an organic reaction: reactants, conditions, products, and yield Starting materials: BrC1=CC2=C(C=3N=C(SC3CCO2)C=2N(N=CN2)C(C)C)C=C1 (8-bromo-2-(2-isopropyl-2H-[1,2,4]triazol-3-yl)-4,5-dihydro-6-oxa-3-thia-1-aza-benzo[e]azulene), O (water), [OH-].[K+] (potassium hydroxide), C(C)(C)(C)P(C1=C(C(=C(C(=C1C)C)C)C)C1=C(C=C(C=C1C(C)C)C(C)C)C(C)C)C(C)(C)C (2-di-t-butylphosphino-3,4,5,6-tetramethyl-2′,4′,6′-tri-i-propylbiphenyl), [OH-].[K+] (potassium hydroxide), C(C)(C)(C)P(C1=C(C(=C(C(=C1C)C)C)C)C1=C(C=C(C=C1C(C)C)C(C)C)C(C)C)C(C)(C)C (2-di-t-butylphosphino-3,4,5,6-tetramethyl-2′,4′,6′-tri-i-propylbiphenyl), O (water). The reagents and catalysts are C=1C=CC(=CC1)/C=C/C(=O)/C=C/C2=CC=CC=C2.C=1C=CC(=CC1)/C=C/C(=O)/C=C/C2=CC=CC=C2.C=1C=CC(=CC1)/C=C/C(=O)/C=C/C2=CC=CC=C2.[Pd].[Pd] (tris(dibenzylideneacetone)di palladium(0)), C=1C=CC(=CC1)/C=C/C(=O)/C=C/C2=CC=CC=C2.C=1C=CC(=CC1)/C=C/C(=O)/C=C/C2=CC=CC=C2.C=1C=CC(=CC1)/C=C/C(=O)/C=C/C2=CC=CC=C2.[Pd].[Pd] (tris(dibenzylideneacetone)di palladium(0)). Solvent: O1CCOCC1 (1,4-dioxane), O1CCOCC1 (1,4-dioxane). Run at temperature 100 celsius, time 8 hour. Product: C(C)(C)N1N=CN=C1C=1SC=2CCOC3=C(C2N1)C=CC(=C3)O (2-(2-Isopropyl-2H-[1,2,4]triazol-3-yl)-8-hydroxyl-4,5-dihydro-6-oxa-3-thia-1-aza-benzo[e]azulene). Yield: 54.0%. Reaction SMILES: Br[C:2]1[CH:23]=[CH:22][C:5]2[C:6]3[N:7]=[C:8]([C:14]4[N:15]([CH:19]([CH3:21])[CH3:20])[N:16]=[CH:17][N:18]=4)[S:9][C:10]=3[CH2:11][CH2:12][O:13][C:4]=2[CH:3]=1.[OH-:24].[K+].C(P(C(C)(C)C)C1C(C)=C(C)C(C)=C(C)C=1C1C(C(C)C)=CC(C(C)C)=CC=1C(C)C)(C)(C)C.O>O1CCOCC1.C1C=CC(/C=C/C(/C=C/C2C=CC=CC=2)=O)=CC=1.C1C=CC(/C=C/C(/C=C/C2C=CC=CC=2)=O)=CC=1.C1C=CC(/C=C/C(/C=C/C2C=CC=CC=2)=O)=CC=1.[Pd].[Pd]>[CH:19]([N:15]1[C:14]([C:8]2[S:9][C:10]3[CH2:11][CH2:12][O:13][C:4]4[CH:3]=[C:2]([OH:24])[CH:23]=[CH:22][C:5]=4[C:6]=3[N:7]=2)=[N:18][CH:17]=[N:16]1)([CH3:21])[CH3:20] |f:1.2,6.7.8.9.10|. Procedure details: A mixture of 8-bromo-2-(2-isopropyl-2H-[1,2,4]triazol-3-yl)-4,5-dihydro-6-oxa-3-thia-1-aza-benzo[e]azulene 27, see FIG. 4 (1.06 g, 2.70 mmol), pulverized potassium hydroxide (303 mg, 5.4 mmol), tris(dibenzylideneacetone)di palladium(0) (24.8 mg, 0.027 mmol), 2-di-t-butylphosphino-3,4,5,6-tetramethyl-2′,4′,6′-tri-i-propylbiphenyl (26.0 mg, 0.054 mmol) were combined in a sealed tube. The mixture was then taken up in 1,4-dioxane (2.4 mL), water (2.4 mL), and sealed. The reaction mixture was placed ... The reactants are COc1ccc(C(=O)O)cc1C=Cc1ccc(OC(F)(F)F)cc1, COCCN. The product is COCCNC(=O)c1ccc(OC)c(C=Cc2ccc(OC(F)(F)F)cc2)c1. Reaction SMILES: [CH3:1][O:2][c:3]1[c:4]([CH:12]=[CH:13][c:14]2[cH:15][cH:16][c:17]([O:20][C:21]([F:22])([F:23])[F:24])[cH:18][cH:19]2)[cH:5][c:6]([C:7](=[O:8])[OH:9])[cH:10][cH:11]1.[CH3:25][O:26][CH2:27][CH2:28][NH2:29]>>[CH3:1][O:2][c:3]1[c:4]([CH:12]=[CH:13][c:14]2[cH:15][cH:16][c:17]([O:20][C:21]([F:22])([F:23])[F:24])[cH:18][cH:19]2)[cH:5][c:6]([C:7](=[O:9])[NH:29][CH2:28][CH2:27][O:26][CH3:25])[cH:10][cH:11]1. Starting materials: CC1CNCC(C)O1, CN1CCCC1=O, CS(C)=O, CO, CC(C)(O)c1ccc(C(=O)Nc2cc(Cl)n3nccc3n2)cc1. The product is CC1CN(c2cc(NC(=O)c3ccc(C(C)(C)O)cc3)nc3ccnn23)CC(C)O1. RXN SMILES: [CH3:24][CH:25]1[O:26][CH:27]([CH3:31])[CH2:28][NH:29][CH2:30]1.[CH3:32][N:33]1[CH2:34][CH2:35][CH2:36][C:37]1=[O:38].[CH3:39][S:40]([CH3:41])=[O:42].[CH3:43][OH:44].[Cl:1][c:2]1[cH:3][c:4]([NH:11][C:12]([c:13]2[cH:14][cH:15][c:16]([C:19]([CH3:20])([CH3:21])[OH:22])[cH:17][cH:18]2)=[O:23])[n:5][c:6]2[n:7]1[n:8][cH:9][cH:10]2>>[c:2]1([N:29]2[CH2:28][CH:27]([CH3:31])[O:26][CH:25]([CH3:24])[CH2:30]2)[cH:3][c:4]([NH:11][C:12]([c:13]2[cH:14][cH:15][c:16]([C:19]([CH3:20])([CH3:21])[OH:22])[cH:17][cH:18]2)=[O:23])[n:5][c:6]2[n:7]1[n:8][cH:9][cH:10]2. The product is ClC=1C=C(C=CC1F)N1CCN(CC1)CCCCC1(C(NC2=CC=CC=C12)=O)CC (3-{4-[4-(3-Chloro-4-fluorophenyl)-piperazin-1-yl]-butyl}-3-ethyl-1,3-dihydro-2H-indol-2-one). Reaction SMILES: Cl[CH2:2][CH2:3][CH2:4][CH2:5][C:6]1([CH2:16][CH3:17])[C:14]2[C:9](=[CH:10][CH:11]=[CH:12][CH:13]=2)[NH:8][C:7]1=[O:15].[Cl:18][C:19]1[CH:20]=[C:21]([N:26]2[CH2:31][CH2:30][NH:29][CH2:28][CH2:27]2)[CH:22]=[CH:23][C:24]=1[F:25]>>[Cl:18][C:19]1[CH:20]=[C:21]([N:26]2[CH2:31][CH2:30][N:29]([CH2:2][CH2:3][CH2:4][CH2:5][C:6]3([CH2:16][CH3:17])[C:14]4[C:9](=[CH:10][CH:11]=[CH:12][CH:13]=4)[NH:8][C:7]3=[O:15])[CH2:28][CH2:27]2)[CH:22]=[CH:23][C:24]=1[F:25]. Reactants: ClCCCCC1(C(NC2=CC=CC=C12)=O)CC (3-(4-chlorobutyl)-3-ethyl-1,3-dihydro-2H-indol-2-one), ClC=1C=C(C=CC1F)N1CCNCC1 (1-(3-chloro-4-fluoro-phenyl)-piperazine). Reported procedure: The title compound is prepared according to process H by applying processing method 1 starting from 3-(4-chlorobutyl)-3-ethyl-1,3-dihydro-2H-indol-2-one and 1-(3-chloro-4-fluoro-phenyl)-piperazine. The reactants are (5S,6S)- and (5S,6R)-6-(3-chloro-1,2,5-thiadiazol-4-yl)-1-azabicyclo[3.2.1]octane, CC(C)([O-])C.[K+] (potassium tertbutoxide), C(=O)(O)C(O)C(O)C(=O)O.C(CCC)SC1=NSN=C1[C@H]1[C@@H]2CCCN(C1)C2 ((5S,6S)-6-(3-butylthio-1,2,5-thiadiazol-4-yl)-1-azabicyclo[3.2.1]octane tartrate), ClCl (chlorine), (5S,6S)- and (5S,6R)-6-(3-butylthio-1,2,5-thiadiazol-4-yl)-1-azabicyclo[3.2.1]octane. Run in C1(=CC=CC=C1)C (toluene). The product is C(=O)(O)[C@H](O)[C@@H](O)C(=O)O.C(CCC)SC1=NSN=C1[C@H]1[C@@H]2CCCN(C1)C2 ((5S,6S)-6-(3-butylthio-1,2,5-thiadiazol-4-yl)-1-azabicyclo[3.2.1]-octane (+) L-tartrate). Reaction SMILES: ClCl.CC(C)([O-])C.[K+].[C:9]([CH:12]([CH:14]([C:16]([OH:18])=[O:17])[OH:15])[OH:13])([OH:11])=[O:10].[CH2:19]([S:23][C:24]1[C:28]([C@@H:29]2[CH2:35][N:34]3[CH2:36][C@H:30]2[CH2:31][CH2:32][CH2:33]3)=[N:27][S:26][N:25]=1)[CH2:20][CH2:21][CH3:22]>C1(C)C=CC=CC=1>[C:9]([C@@H:12]([C@H:14]([C:16]([OH:18])=[O:17])[OH:15])[OH:13])([OH:11])=[O:10].[CH2:19]([S:23][C:24]1[C:28]([C@@H:29]2[CH2:35][N:34]3[CH2:36][C@H:30]2[CH2:31][CH2:32][CH2:33]3)=[N:27][S:26][N:25]=1)[CH2:20][CH2:21][CH3:22] |f:1.2,3.4,6.7|. Reported procedure: Starting from a mixture of (5S,6S)- and (5S,6R)-6-(3-chloro-1,2,5-thiadiazol-4-yl)-1-azabicyclo[3.2.1]octane described in example 63C, the chlorine was substituted with butylthio as described in example 14. A 1:9 mixture of (5S,6S)- and (5S,6R)-6-(3-butylthio-1,2,5-thiadiazol-4-yl)-1-azabicyclo[3.2.1]octane (10 g, 35 mmol) was dissolved in toluene (40 ml) and treated with potassium tertbutoxide (0.5 g) at reflux for 1 hour. The toluene solution was washed with water (15 ml) dried and evaporated.... Reactants: C([O-])([O-])=O.[K+].[K+] (potassium carbonate), C(C1=CC=CC=C1)Br (benzylbromide), C(C)(C)(C)N1S(C(=C(C1=O)NCCCCC1=CC=CC=C1)C1=CC=CC=C1)(=O)=O (2-tert-Butyl-5-phenyl-4-[(4-phenylbutyl)amino]isothiazol-3(2H)-one 1,1-dioxide). Run in C(=O)(C(F)(F)F)O (TFA). Reaction conditions: temperature 120 celsius, time 5 minute. The product is C(C1=CC=CC=C1)N1S(C(=C(C1=O)NCCCCC1=CC=CC=C1)C1=CC=CC=C1)(=O)=O (2-Benzyl-5-phenyl-4-[(4-phenylbutyl)amino]isothiazol-3(2H)-one 1,1-dioxide). Yield: 54.7%. As a reaction SMILES: C([N:5]1[C:9](=[O:10])[C:8]([NH:11][CH2:12][CH2:13][CH2:14][CH2:15][C:16]2[CH:21]=[CH:20][CH:19]=[CH:18][CH:17]=2)=[C:7]([C:22]2[CH:27]=[CH:26][CH:25]=[CH:24][CH:23]=2)[S:6]1(=[O:29])=[O:28])(C)(C)C.C(=O)([O-])[O-].[K+].[K+].[CH2:36](Br)[C:37]1[CH:42]=[CH:41][CH:40]=[CH:39][CH:38]=1>C(O)(C(F)(F)F)=O>[CH2:36]([N:5]1[C:9](=[O:10])[C:8]([NH:11][CH2:12][CH2:13][CH2:14][CH2:15][C:16]2[CH:21]=[CH:20][CH:19]=[CH:18][CH:17]=2)=[C:7]([C:22]2[CH:27]=[CH:26][CH:25]=[CH:24][CH:23]=2)[S:6]1(=[O:28])=[O:29])[C:37]1[CH:42]=[CH:41][CH:40]=[CH:39][CH:38]=1 |f:1.2.3|. Procedure: 2-tert-Butyl-5-phenyl-4-[(4-phenylbutyl)amino]isothiazol-3(2H)-one 1,1-dioxide (Example 1) (0.150 g, 0.36 mmol) was dissolved in TFA (3 ml) and heated in a microwave reactor at 120° C. for 20 mins. The reaction mixture was concentrated and the residue was repeatedly dissolved in DCM and evaporated. The crude product was dissolved in dry MeCN (3 ml) and potassium carbonate (0.251 g, 1.82 mmol) and benzylbromide (0.075 g, 0.44 mmol) was added. The reaction mixture was heated at 120° C. for 15 mins... Reactants: OC12CC3CC(CC(C3)C1NC(c1ccccc1)(c1ccccc1)c1ccccc1)C2, C1CCOC1, BrCc1ccc(-c2nc3ccccc3o2)cc1. Yields the product c1ccc(C(NC2C3CC4CC(C3)CC2(OCc2ccc(-c3nc5ccccc5o3)cc2)C4)(c2ccccc2)c2ccccc2)cc1. RXN SMILES: [C:1]([c:2]1[cH:3][cH:4][cH:5][cH:6][cH:7]1)([c:8]1[cH:9][cH:10][cH:11][cH:12][cH:13]1)([c:14]1[cH:15][cH:16][cH:17][cH:18][cH:19]1)[NH:20][CH:21]1[C:22]2([OH:31])[CH2:23][CH:24]3[CH2:25][CH:26]([CH2:27][CH:28]1[CH2:29]3)[CH2:30]2.[CH2:49]1[O:50][CH2:51][CH2:52][CH2:53]1.[o:32]1[c:33](-[c:41]2[cH:42][cH:43][c:44]([CH2:45][Br:46])[cH:47][cH:48]2)[n:34][c:35]2[c:36]1[cH:37][cH:38][cH:39][cH:40]2>>[C:1]([c:2]1[cH:3][cH:4][cH:5][cH:6][cH:7]1)([c:8]1[cH:9][cH:10][cH:11][cH:12][cH:13]1)([c:14]1[cH:15][cH:16][cH:17][cH:18][cH:19]1)[NH:20][CH:21]1[C:22]2([O:31][CH2:45][c:44]3[cH:43][cH:42][c:41](-[c:33]4[o:32][c:36]5[c:35]([n:34]4)[cH:40][cH:39][cH:38][cH:37]5)[cH:48][cH:47]3)[CH2:23][CH:24]3[CH2:25][CH:26]([CH2:27][CH:28]1[CH2:29]3)[CH2:30]2.